From a dataset of the Open Reaction Database (ORD), a public repository of structured organic reaction records. describe an organic reaction: reactants, conditions, products, and yield Reactants: ClC1=CC=C(C(=O)N(CCCC(=O)O)C(C2=CC=CC=C2)C2=CC=CC=C2)C=C1 (N-(p-chlorobenzoyl)-4-benzhydrylaminobutyric acid), C(C1=CC=CC=C1)(C1=CC=CC=C1)NCCCCC(=O)OCC (ethyl 5-benzhydrylaminovalerate), [OH-].[K+] (potassium hydroxide). Run in C(C)O (ethanol). Reaction conditions: time 12 hour. Yields the product ClC1=CC=C(C(=O)N(CCCC(=O)N(CCCCC(=O)O)C(C2=CC=CC=C2)C2=CC=CC=C2)C(C2=CC=CC=C2)C2=CC=CC=C2)C=C1 (N-[N-(p-chlorobenzoyl)-4-benzhydrylaminobutyryl]-5-benzhydrylaminovaleric acid). RXN SMILES: [Cl:1][C:2]1[CH:29]=[CH:28][C:5]([C:6]([N:8]([CH:15]([C:22]2[CH:27]=[CH:26][CH:25]=[CH:24][CH:23]=2)[C:16]2[CH:21]=[CH:20][CH:19]=[CH:18][CH:17]=2)[CH2:9][CH2:10][CH2:11][C:12](O)=[O:13])=O)=[CH:4][CH:3]=1.[CH:30]([NH:43][CH2:44][CH2:45][CH2:46][CH2:47][C:48]([O:50]CC)=[O:49])([C:37]1[CH:42]=[CH:41][CH:40]=[CH:39][CH:38]=1)[C:31]1[CH:36]=[CH:35][CH:34]=[CH:33][CH:32]=1.[OH-:53].[K+]>C(O)C>[Cl:1][C:2]1[CH:3]=[CH:4][C:5]([C:6]([N:8]([CH:15]([C:16]2[CH:17]=[CH:18][CH:19]=[CH:20][CH:21]=2)[C:22]2[CH:23]=[CH:24][CH:25]=[CH:26][CH:27]=2)[CH2:9][CH2:10][CH2:11][C:12]([N:43]([CH:30]([C:37]2[CH:42]=[CH:41][CH:40]=[CH:39][CH:38]=2)[C:31]2[CH:36]=[CH:35][CH:34]=[CH:33][CH:32]=2)[CH2:44][CH2:45][CH2:46][CH2:47][C:48]([OH:50])=[O:49])=[O:13])=[O:53])=[CH:28][CH:29]=1 |f:2.3|. Procedure: Analogously to Example 1, by using equivalent quantities, reacting N-(p-chlorobenzoyl)-4-benzhydrylaminobutyric acid and ethyl 5-benzhydrylaminovalerate and suitable processing, dissolving the evaporation residue in ethanol, adding an ethanolic solution of potassium hydroxide, stirring for 12 hours at room temperature and further processing yields N-[N-(p-chlorobenzoyl)-4-benzhydrylaminobutyryl]-5-benzhydrylaminovaleric acid. The reactants are Cl (HCl), C(C)(C)(C)OC(=O)N1CCC(=CC1)C=1C=C(C(=O)O)C=CC1 (3-[1-(tert-butoxycarbonyl)-1,2,3,6-tetrahydropyridin-4-yl]benzoic acid), S(=O)(Cl)Cl (Thionyl chloride), CO (methanol). Run at time 6 hour. The product is N1CCC(=CC1)C=1C=C(C(=O)OC)C=CC1 (methyl 3-(1,2,3,6-tetrahydropyridin-4-yl)benzoate). RXN SMILES: S(Cl)(Cl)=O.Cl.C(OC([N:13]1[CH2:18][CH:17]=[C:16]([C:19]2[CH:20]=[C:21]([CH:25]=[CH:26][CH:27]=2)[C:22]([OH:24])=[O:23])[CH2:15][CH2:14]1)=O)(C)(C)C.[CH3:28]O>>[NH:13]1[CH2:18][CH:17]=[C:16]([C:19]2[CH:20]=[C:21]([CH:25]=[CH:26][CH:27]=2)[C:22]([O:24][CH3:28])=[O:23])[CH2:15][CH2:14]1. Reported procedure: Thionyl chloride (2.39 mL, 32.7 mmol) was added dropwise to 15 mL of anhydrous methanol. The resulting anhydrous methanolic HCl solution was added to 3-[1-(tert-butoxycarbonyl)-1,2,3,6-tetrahydropyridin-4-yl]benzoic acid (3.31 g, 10.9 mmol) and the reaction mixture was stirred at rt for 6 h. The solvent was removed under reduced pressure and the residue was purified by flash chromatography (silica, 5-10% stepwise gradient in 1% increments of 10% NH4OH (28% solution)/methanol in DCM) to give meth...